Dataset: the Open Reaction Database (ORD), a public repository of structured organic reaction records. Task: describe an organic reaction: reactants, conditions, products, and yield Reported procedure: To a solution of 764 mg of 5-ethenyl-2-(isobutyramido)pyrimidine in a mixture of 3 ml of water and 7 ml of tetrahydrofuran, 710 mg of N bromosuccinimide was added. The reaction mixture was stirred at room temperature for 18 hours and then partially concentrated under reduced pressure. To the aqueous residue 25 ml of methylene chloride was added and the layers separated. The aqueous layer was further extracted with methylene chloride (20 ml). The combined organic extracts were washed with 20 ml o... The product is C(C(C)C)(=O)NC1=NC=C(C=N1)C(CBr)O (2-Isobutyramido-5-(1-hydroxyl-2-bromethyl)pyrimidine). RXN SMILES: C(C1[CH:4]=[N:5][C:6]([NH:9][C:10](=[O:14])[CH:11]([CH3:13])[CH3:12])=[N:7]C=1)=C.[Br:15][CH:16]1CC(=O)NC1=O.[O:23]1[CH2:27][CH2:26][CH2:25]C1>O>[C:10]([NH:9][C:6]1[N:7]=[CH:25][C:26]([CH:27]([OH:23])[CH2:16][Br:15])=[CH:4][N:5]=1)(=[O:14])[CH:11]([CH3:13])[CH3:12]. Starting materials: C(=C)C=1C=NC(=NC1)NC(C(C)C)=O (5-ethenyl-2-(isobutyramido)pyrimidine), BrC1C(=O)NC(C1)=O (bromosuccinimide), O1CCCC1 (tetrahydrofuran). The solvent is O (water). Run at time 18 hour.